From a dataset of the Open Reaction Database (ORD), a public repository of structured organic reaction records. describe an organic reaction: reactants, conditions, products, and yield Starting materials: C(C)(C)(C)OC(CN1C([C@@H](NCC1)CC(=O)OC)=O)=O ((S)-(3-methoxycarbonylmethyl-2-oxopiperazin-1-yl)acetic acid tert-butyl ester), O=C(CCC(=O)O)N1CCN(CC1)C1=NC=CC=N1 (4-oxo-4-(4-pyrimidin-2-ylpiperazin-1-yl)butanoic acid), CN(C=O)C (dimethylformamide), Cl.C(C)N=C=NCCCN(C)C (1-ethyl-3-(3-dimethylaminopropyl)carbodiimide hydrochloride). Run in C(C)#N (acetonitrile). Reaction conditions: time 15 hour. Yields the product COC(=O)C[C@H]1C(N(CCN1C(CCC(N1CCN(CC1)C1=NC=CC=N1)=O)=O)CC(=O)O)=O ((S)-[3-Methoxycarbonylmethyl-2-oxo-4-[4-oxo-4-(4-pyrimidin-2-ylpiperazin-1-yl)butyryl]piperazin-1-yl]acetic Acid). The yield is 60.1%. As a reaction SMILES: C([O:5][C:6](=[O:20])[CH2:7][N:8]1[CH2:13][CH2:12][NH:11][C@@H:10]([CH2:14][C:15]([O:17][CH3:18])=[O:16])[C:9]1=[O:19])(C)(C)C.[O:21]=[C:22]([N:28]1[CH2:33][CH2:32][N:31]([C:34]2[N:39]=[CH:38][CH:37]=[CH:36][N:35]=2)[CH2:30][CH2:29]1)[CH2:23][CH2:24][C:25](O)=[O:26].CN(C)C=O.Cl.C(N=C=NCCCN(C)C)C>C(#N)C>[CH3:18][O:17][C:15]([CH2:14][C@@H:10]1[N:11]([C:25](=[O:26])[CH2:24][CH2:23][C:22](=[O:21])[N:28]2[CH2:29][CH2:30][N:31]([C:34]3[N:39]=[CH:38][CH:37]=[CH:36][N:35]=3)[CH2:32][CH2:33]2)[CH2:12][CH2:13][N:8]([CH2:7][C:6]([OH:5])=[O:20])[C:9]1=[O:19])=[O:16] |f:3.4|. Procedure details: To a suspension of (S)-(3-methoxycarbonylmethyl-2-oxopiperazin-1-yl)acetic acid tert-butyl ester (0.45 g) and 4-oxo-4-(4-pyrimidin-2-ylpiperazin-1-yl)butanoic acid (0.46 g) produced in Reference Example 4 in acetonitrile (20 ml) and dimethylformamide (2 ml) was added 1-ethyl-3-(3-dimethylaminopropyl)carbodiimide hydrochloride (0.36 g) and the suspension was stirred for 15 hours at room temperature. The reaction mixture was concentrated under reduced pressure. To the solution was added saturated ... The reactants are C(C1=CC=CC=C1)OC1=CC=C(C=C1)C1=CC(=NN1C1=CC=C(C=C1)OC)O (5-[4-(benzyloxy)phenyl]-3-hydroxy-1-(4-methoxyphenyl)-1H-pyrazol), IC(C)C (2-iodopropane), C([O-])([O-])=O.[K+].[K+] (potassium carbonate). Solvent: CN(C=O)C (N,N-dimethyl-formamide). Run at temperature 100 celsius, time 3 hour. The product is C(C1=CC=CC=C1)OC1=CC=C(C=C1)C1=CC(=NN1C1=CC=C(C=C1)OC)OC(C)C (5-[4-(Benzyloxy)phenyl]-3-isopropoxy-1-(4-methoxy-phenyl)-1H-pyrazole). As a reaction SMILES: [CH2:1]([O:8][C:9]1[CH:14]=[CH:13][C:12]([C:15]2[N:19]([C:20]3[CH:25]=[CH:24][C:23]([O:26][CH3:27])=[CH:22][CH:21]=3)[N:18]=[C:17]([OH:28])[CH:16]=2)=[CH:11][CH:10]=1)[C:2]1[CH:7]=[CH:6][CH:5]=[CH:4][CH:3]=1.I[CH:30]([CH3:32])[CH3:31].C(=O)([O-])[O-].[K+].[K+]>CN(C)C=O>[CH2:1]([O:8][C:9]1[CH:10]=[CH:11][C:12]([C:15]2[N:19]([C:20]3[CH:25]=[CH:24][C:23]([O:26][CH3:27])=[CH:22][CH:21]=3)[N:18]=[C:17]([O:28][CH:30]([CH3:32])[CH3:31])[CH:16]=2)=[CH:13][CH:14]=1)[C:2]1[CH:7]=[CH:6][CH:5]=[CH:4][CH:3]=1 |f:2.3.4|. Procedure: A mixture of 5-[4-(benzyloxy)phenyl]-3-hydroxy-1-(4-methoxyphenyl)-1H-pyrazol (2.4 g), 2-iodopropane (5.4 8 g), and potassium carbonate (2.67 g) in N,N-dimethyl-formamide (10 ml) was stirred at 100° C. for 3 hrs. Reactants: COC(=O)c1ccnc(C#N)c1, C1CCOC1, CC(C)=O, C[O-], [Na+]. Yields the product CC(=O)CC(=O)Cc1ccnc(C#N)c1. RXN SMILES: [C:1](#[N:2])[c:3]1[cH:4][c:5]([C:6]([O:7][CH3:8])=[O:9])[cH:10][cH:11][n:12]1.[CH2:20]1[O:21][CH2:22][CH2:23][CH2:24]1.[CH3:13][C:14]([CH3:15])=[O:16].[CH3:17][O-:18].[Na+:19]>>[C:1](#[N:2])[c:3]1[cH:4][c:5]([CH2:6][C:17]([CH2:13][C:14]([CH3:15])=[O:16])=[O:18])[cH:10][cH:11][n:12]1. Reported procedure: 40 mg (102 μmol) 2-{4-[6-(4-ethyl-6-oxo-1,4,5,6-tetrahydro-pyridazin-3-yl)-benzoxazol-2-yl]-phenoxy}-propionaldehyde are placed in 2 mL DCM and 250 μL DMF. 6 μL (104 mmol) acetic acid and 22 μL (156 μmol) diisopropylamine are added and the mixture is stirred for 40 min at RT. Then 33 mg (156 μmol) sodium triacetoxyborohydride are added and the mixture is stirred for 3.5 h at RT. The reaction mixture is diluted with DCM and extracted successively with 10% sodium carbonate solution and sat. saline... Product: C(C)C1CC(NN=C1C1=CC2=C(N=C(O2)C2=CC=C(C=C2)OC(CO)C)C=C1)=O (5-ethyl-6-{2-[4-(2-hydroxy-1-methyl-ethoxy)-phenyl]-benzoxazol-6-yl}-4,5-dihydro-2H-pyridazin-3-one). Reactants: C(C)C1C(=NNC(C1)=O)C1=CC2=C(N=C(O2)C2=CC=C(OC(C=O)C)C=C2)C=C1 (2-{4-[6-(4-ethyl-6-oxo-1,4,5,6-tetrahydro-pyridazin-3-yl)-benzoxazol-2-yl]-phenoxy}-propionaldehyde), C(C)(=O)O[BH-](OC(C)=O)OC(C)=O.[Na+] (sodium triacetoxyborohydride), C(C)(=O)O (acetic acid), C(C)(C)NC(C)C (diisopropylamine). RXN SMILES: [CH2:1]([CH:3]1[CH2:8][C:7](=[O:9])[NH:6][N:5]=[C:4]1[C:10]1[CH:29]=[CH:28][C:13]2[N:14]=[C:15]([C:17]3[CH:27]=[CH:26][C:20]([O:21][CH:22]([CH3:25])[CH:23]=[O:24])=[CH:19][CH:18]=3)[O:16][C:12]=2[CH:11]=1)[CH3:2].C(O)(=O)C.C(NC(C)C)(C)C.C(O[BH-](OC(=O)C)OC(=O)C)(=O)C.[Na+]>C(Cl)Cl.CN(C=O)C>[CH2:1]([CH:3]1[C:4]([C:10]2[CH:29]=[CH:28][C:13]3[N:14]=[C:15]([C:17]4[CH:18]=[CH:19][C:20]([O:21][CH:22]([CH3:25])[CH2:23][OH:24])=[CH:26][CH:27]=4)[O:16][C:12]=3[CH:11]=2)=[N:5][NH:6][C:7](=[O:9])[CH2:8]1)[CH3:2] |f:3.4|. Run in C(Cl)Cl (DCM), C(Cl)Cl (DCM), CN(C)C=O (DMF). Run at time 40 minute. The reactants are N1=CC=C(C=C1)C1(SC=CN1)CC(=O)O (2-(4-pyridyl)-thiazole acetic acid), CCN(C(C)C)C(C)C (DIEA), ON1N=NC2=C1N=CC=C2 (1-hydroxy-7-azabenzotriazole), NC1=C(C=O)C=CC=C1 (2-aminobenzaldehyde), C(CCl)Cl (EDC). Run in C(Cl)Cl (CH2Cl2). Conditions: temperature 0 celsius, time 12 hour. Product: C(=O)C1=C(C=CC=C1)NC(CC1(SC=CN1)C1=CC=NC=C1)=O (N-(2-formylphenyl)-2-(4-pyridyl)-thiazole acetamide). RXN SMILES: [N:1]1[CH:6]=[CH:5][C:4]([C:7]2([CH2:12][C:13]([OH:15])=O)[NH:11][CH:10]=[CH:9][S:8]2)=[CH:3][CH:2]=1.[NH2:16][C:17]1[CH:24]=[CH:23][CH:22]=[CH:21][C:18]=1[CH:19]=[O:20].C(Cl)CCl.CCN(C(C)C)C(C)C.ON1C2N=CC=CC=2N=N1>C(Cl)Cl>[CH:19]([C:18]1[CH:21]=[CH:22][CH:23]=[CH:24][C:17]=1[NH:16][C:13](=[O:15])[CH2:12][C:7]1([C:4]2[CH:3]=[CH:2][N:1]=[CH:6][CH:5]=2)[NH:11][CH:10]=[CH:9][S:8]1)=[O:20]. Procedure: In an oven-dried, 50-mL, round-bottomed flask were placed 2-(4-pyridyl)-thiazole acetic acid (Step b, 140 mg, 0.64 mmol), 2-aminobenzaldehyde (Aldrich, 270 mg, 2.22 mmol), EDC (Aldrich, 244 mg, 1.27 mmol), and DIEA (Aldrich, 148 mg, 0.20 mL, 1.15 mmol) in CH2Cl2 (20 mL). The mixture was cooled to 0° C., and 1-hydroxy-7-azabenzotriazole (Aldrich, 173 mg, 1.27 mmol) was added in one portion. The reaction was warmed to RT slowly, stirred for 12 h, and concentrated in vacuo. The resulting crude prod... Starting materials: FC1=C(CN2N=C(C=3C2=NC=CC3)C(N)=N)C=CC=C1 (1-(2-fluorobenzyl)-1H-pyrazolo[3,4-b]pyridine-3-carboximidamide), C(#N)C(C(=O)OCC)\N=N\C1=CC=CC=C1 (ethyl cyano[(E)-phenyldiazenyl]acetate). Product: NC1=C(C(=NC(=N1)C1=NN(C2=NC=CC=C21)CC2=C(C=CC=C2)F)O)\N=N\C2=CC=CC=C2 (6-amino-2-[1-(2-fluorobenzyl)-1H-pyrazolo[3,4-b]pyridin-3-yl]-5-[(E)-phenyldiazenyl]-4-pyrimidinol). As a reaction SMILES: [F:1][C:2]1[CH:20]=[CH:19][CH:18]=[CH:17][C:3]=1[CH2:4][N:5]1[C:9]2=[N:10][CH:11]=[CH:12][CH:13]=[C:8]2[C:7]([C:14](=[NH:16])[NH2:15])=[N:6]1.[C:21]([CH:23](/[N:29]=[N:30]/[C:31]1[CH:36]=[CH:35][CH:34]=[CH:33][CH:32]=1)[C:24](OCC)=[O:25])#[N:22]>>[NH2:22][C:21]1[N:15]=[C:14]([C:7]2[C:8]3[C:9](=[N:10][CH:11]=[CH:12][CH:13]=3)[N:5]([CH2:4][C:3]3[CH:17]=[CH:18][CH:19]=[CH:20][C:2]=3[F:1])[N:6]=2)[N:16]=[C:24]([OH:25])[C:23]=1/[N:29]=[N:30]/[C:31]1[CH:36]=[CH:35][CH:34]=[CH:33][CH:32]=1. Procedure details: 2.43 g (9.02 mmol) of 1-(2-fluorobenzyl)-1H-pyrazolo[3,4-b]pyridine-3-carboximidamide from example I and ethyl cyano[(E)-phenyldiazenyl]acetate (1.96 g, 9.02 mmol) were heated under reflux for 12 h. After cooling to room temperature, the precipitate which had separated out was filtered off and washed several times with toluene. Flash chromatography (CH2Cl2/ethyl acetate 50:1→EA) afforded the desired product.